This data is from the Open Reaction Database (ORD), a public repository of structured organic reaction records. The task is: describe an organic reaction: reactants, conditions, products, and yield The reactants are COc1cccc(C=CCOC(C)=O)c1, O=C([O-])[O-], Cc1ccccc1, C[Si](C)(C)C#CC(=O)O, [Cs+], [Cs+], c1ccc(P(c2ccccc2)(c2ccccc2)[Pd](P(c2ccccc2)(c2ccccc2)c2ccccc2)(P(c2ccccc2)(c2ccccc2)c2ccccc2)P(c2ccccc2)(c2ccccc2)c2ccccc2)cc1. Yields the product COc1cccc(C=CCC#C[Si](C)(C)C)c1. As a reaction SMILES: [C:1]([O:2][CH2:5][CH:6]=[CH:7][c:8]1[cH:9][c:10]([O:14][CH3:15])[cH:11][cH:12][cH:13]1)(=[O:3])[CH3:4].[C:25](=[O:26])([O-:27])[O-:28].[CH3:108][c:109]1[cH:110][cH:111][cH:112][cH:113][cH:114]1.[CH3:16][Si:17]([C:18]#[C:19][C:20]([OH:21])=[O:22])([CH3:23])[CH3:24].[Cs+:29].[Cs+:30].[cH:31]1[cH:32][cH:33][c:34]([P:35]([Pd:36]([P:37]([c:38]2[cH:39][cH:40][cH:41][cH:42][cH:43]2)([c:44]2[cH:45][cH:46][cH:47][cH:48][cH:49]2)[c:50]2[cH:51][cH:52][cH:53][cH:54][cH:55]2)([P:56]([c:57]2[cH:58][cH:59][cH:60][cH:61][cH:62]2)([c:63]2[cH:64][cH:65][cH:66][cH:67][cH:68]2)[c:69]2[cH:70][cH:71][cH:72][cH:73][cH:74]2)[P:75]([c:76]2[cH:77][cH:78][cH:79][cH:80][cH:81]2)([c:82]2[cH:83][cH:84][cH:85][cH:86][cH:87]2)[c:88]2[cH:89][cH:90][cH:91][cH:92][cH:93]2)([c:94]2[cH:95][cH:96][cH:97][cH:98][cH:99]2)[c:100]2[cH:101][cH:102][cH:103][cH:104][cH:105]2)[cH:106][cH:107]1>>[CH2:5]([CH:6]=[CH:7][c:8]1[cH:9][c:10]([O:14][CH3:15])[cH:11][cH:12][cH:13]1)[C:19]#[C:18][Si:17]([CH3:16])([CH3:23])[CH3:24]. Starting materials: N1CCC(C(=O)O)CC1 (Isonipecotic acid), ClC=1N=C(C2=C(N1)C(=NN2CCOCC)CC)Cl (5,7-dichloro-1-(2-ethoxyethyl)-3-ethyl-1H-pyrazolo[4,3-d]pyrimidine), NC1=NC=CC(=C1)C (2-amino-4-picoline), C(C)(C)N(C(C)C)CC (N,N-diisopropylethylamine), Cl (Hydrochloric acid). The solvent is C(C)(=O)OCC (ethyl acetate), O (Water), CN1C(CCC1)=O (N-methylpyrrolidone). Product: C(C)OCCN1N=C(C=2N=C(N=C(C21)NC2=NC=CC(=C2)C)N2CCC(CC2)C(=O)O)CC (1-(1-(2-ethoxyethyl)-3-ethyl-7-(4-methylpyridin-2-ylamino)-1H-pyrazolo[4,3-d]pyrimidin-5-yl)piperidine-4-carboxylic acid). Yield: 57.3%. Reaction SMILES: Cl[C:2]1[N:3]=[C:4](Cl)[C:5]2[N:10]([CH2:11][CH2:12][O:13][CH2:14][CH3:15])[N:9]=[C:8]([CH2:16][CH3:17])[C:6]=2[N:7]=1.[NH2:19][C:20]1[CH:25]=[C:24]([CH3:26])[CH:23]=[CH:22][N:21]=1.C(N(CC)C(C)C)(C)C.[NH:36]1[CH2:44][CH2:43][CH:39]([C:40]([OH:42])=[O:41])[CH2:38][CH2:37]1.Cl>C(OCC)(=O)C.O.CN1CCCC1=O>[CH2:14]([O:13][CH2:12][CH2:11][N:10]1[C:5]2[C:4]([NH:19][C:20]3[CH:25]=[C:24]([CH3:26])[CH:23]=[CH:22][N:21]=3)=[N:3][C:2]([N:36]3[CH2:44][CH2:43][CH:39]([C:40]([OH:42])=[O:41])[CH2:38][CH2:37]3)=[N:7][C:6]=2[C:8]([CH2:16][CH3:17])=[N:9]1)[CH3:15]. Procedure: The 5,7-dichloro-1-(2-ethoxyethyl)-3-ethyl-1H-pyrazolo[4,3-d]pyrimidine prepared in step 4 (1 mmol), 2-amino-4-picoline (2 mmol), N,N-diisopropylethylamine (3 mmol), and N-methylpyrrolidone (1 mL) were added to each of two reaction vessels. Each vessel was irradiated in a CEM Discover microwave for 15 minutes at 150° C. Isonipecotic acid (3 mmol) was added to each reaction vessel and the resulting mixture irradiated for 15 minutes at 180° C. The contents of the two reaction vessels were combined... Starting materials: COC1=CC=C(C=C1)C(CC)N (1-(4′methoxyphenyl)propylamine), C([O-])([O-])=O.[Na+].[Na+] (sodium carbonate), C(=O)(OCC)N1C(C=2C(C1=O)=CC=CC2)=O (N-carbethoxyphthalimide). Run in O (water), C(C)#N (acetonitrile). Reaction conditions: time 4.5 hour. Yields the product C1(C=2C(C(N1C(CC)C1=CC=C(C=C1)OC)=O)=CC=CC2)=O (1-Phthalimido-1-(4′-methoxyphenyl)propane). Yield: 38.1%. Reaction SMILES: [CH3:1][O:2][C:3]1[CH:8]=[CH:7][C:6]([CH:9]([NH2:12])[CH2:10][CH3:11])=[CH:5][CH:4]=1.C(=O)([O-])[O-].[Na+].[Na+].C(N1[C:28](=[O:29])[C:27]2=[CH:30][CH:31]=[CH:32][CH:33]=[C:26]2[C:25]1=[O:34])(OCC)=O>O.C(#N)C>[C:25]1(=[O:34])[N:12]([CH:9]([C:6]2[CH:7]=[CH:8][C:3]([O:2][CH3:1])=[CH:4][CH:5]=2)[CH2:10][CH3:11])[C:28](=[O:29])[C:27]2=[CH:30][CH:31]=[CH:32][CH:33]=[C:26]12 |f:1.2.3|. Reported procedure: To a stirred solution of 1-(4′methoxyphenyl)propylamine (2.5 grams, 15.2 mmol) and sodium carbonate (1.74 grams, 16.4 mmol) in a mixture of water (50 milliliters) and acetonitrile (50 milliliters) was added N-carbethoxyphthalimide (3.34 grams, 15.2 mmol). The resulting suspension was stirred for 4.5 hours at room temperature, the acetonitrile was removed in vacuo and a solid formed. The slurry was filtered and the solid was washed with water and air dried to afford 1.73 grams (39%) of crude prod... Reactants: [BH3-]C#N, CCCC(C=NOC)c1ccc(Cl)cc1Cl, CC(=O)O, [Na+]. Yields the product CCCC(CNOC)c1ccc(Cl)cc1Cl. RXN SMILES: [C:17]([BH3-:18])#[N:19].[CH3:1][O:2][N:3]=[CH:4][CH:5]([CH2:6][CH2:7][CH3:8])[c:9]1[c:10]([Cl:16])[cH:11][c:12]([Cl:15])[cH:13][cH:14]1.[CH3:21][C:22](=[O:23])[OH:24].[Na+:20]>>[CH3:1][O:2][NH:3][CH2:4][CH:5]([CH2:6][CH2:7][CH3:8])[c:9]1[c:10]([Cl:16])[cH:11][c:12]([Cl:15])[cH:13][cH:14]1. Reactants: C=CCN(C(=O)OC(C)(C)C)C(Cc1ccccc1)C(=O)N(C)Cc1ccccc1, CSC, CO, CCOC(C)=O, ClCCl, O, c1ccncc1. Product: CN(Cc1ccccc1)C(=O)C(Cc1ccccc1)N(CC=O)C(=O)OC(C)(C)C. As a reaction SMILES: [CH2:1]([c:2]1[cH:3][cH:4][cH:5][cH:6][cH:7]1)[N:8]([C:9]([CH:10]([CH2:11][c:12]1[cH:13][cH:14][cH:15][cH:16][cH:17]1)[N:18]([C:19](=[O:20])[O:21][C:22]([CH3:23])([CH3:24])[CH3:25])[CH2:26][CH:27]=[CH2:28])=[O:29])[CH3:30].[CH3:38][S:39][CH3:40].[CH3:41][OH:42].[CH3:46][CH2:47][O:48][C:49](=[O:50])[CH3:51].[Cl:43][CH2:44][Cl:45].[O:37].[cH:31]1[cH:32][cH:33][n:34][cH:35][cH:36]1>>[CH2:1]([c:2]1[cH:3][cH:4][cH:5][cH:6][cH:7]1)[N:8]([C:9]([CH:10]([CH2:11][c:12]1[cH:13][cH:14][cH:15][cH:16][cH:17]1)[N:18]([C:19](=[O:20])[O:21][C:22]([CH3:23])([CH3:24])[CH3:25])[CH2:26][CH:27]=[O:42])=[O:29])[CH3:30]. Starting materials: C1(=CC=CC=C1)OC(NC1=C(C(=NS1)OCC1=C(C=C(C=C1)C)F)C(N)=O)=O ([4-carbamoyl-3-(2-fluoro-4-methyl-benzyloxy)-isothiazol-5-yl]-carbamic acid phenyl ester), C(C)(C)NCCCCCN (N-isopropyl-pentane-1,5-diamine). Product: FC1=C(COC2=NSC(=C2C(=O)N)NC(=O)NCCCCCNC(C)C)C=CC(=C1)C (3-(2-Fluoro-4-methyl-benzyloxy)-5-[3-(5-isopropylamino-pentyl)-ureido]-isothiazole-4-carboxylic acid amide). As a reaction SMILES: C1(O[C:8](=[O:28])[NH:9][C:10]2[S:14][N:13]=[C:12]([O:15][CH2:16][C:17]3[CH:22]=[CH:21][C:20]([CH3:23])=[CH:19][C:18]=3[F:24])[C:11]=2[C:25](=[O:27])[NH2:26])C=CC=CC=1.[CH:29]([NH:32][CH2:33][CH2:34][CH2:35][CH2:36][CH2:37][NH2:38])([CH3:31])[CH3:30]>>[F:24][C:18]1[CH:19]=[C:20]([CH3:23])[CH:21]=[CH:22][C:17]=1[CH2:16][O:15][C:12]1[C:11]([C:25]([NH2:26])=[O:27])=[C:10]([NH:9][C:8]([NH:38][CH2:37][CH2:36][CH2:35][CH2:34][CH2:33][NH:32][CH:29]([CH3:31])[CH3:30])=[O:28])[S:14][N:13]=1. Reported procedure: The title compound was prepared from [4-carbamoyl-3-(2-fluoro-4-methyl-benzyloxy)-isothiazol-5-yl]-carbamic acid phenyl ester and N-isopropyl-pentane-1,5-diamine by the procedure analogous to Example 1. MS (APCl, m/z): 452 [M+H]+. Starting materials: C(C)(C)(C)OC(C(=O)OC)C=1C(=C2C(=NC1C)NC=C2)C=2C=C1CCCOC1=CC2 (methyl 2-(tert-butoxy)-2-(4-(chroman-6-yl)-6-methyl-1H-pyrrolo[2,3-b]pyridin-5-yl)acetate), FC=1C=C(CBr)C=CC1OC (3-fluoro-4-methoxybenzyl bromide). Product: C(C)(C)(C)OC(C(=O)O)C=1C(=C2C(=NC1C)N(C=C2)CC2=CC(=C(C=C2)OC)F)C=2C=C1CCCOC1=CC2 (2-(tert-butoxy)-2-(4-(chroman-6-yl)-1-(3-fluoro-4-methoxybenzyl)-6-methyl-1H-pyrrolo[2,3-b]pyridin-5-yl)acetic acid). RXN SMILES: [C:1]([O:5][CH:6]([C:11]1[C:12]([C:21]2[CH:22]=[C:23]3[C:28](=[CH:29][CH:30]=2)[O:27][CH2:26][CH2:25][CH2:24]3)=[C:13]2[CH:20]=[CH:19][NH:18][C:14]2=[N:15][C:16]=1[CH3:17])[C:7]([O:9]C)=[O:8])([CH3:4])([CH3:3])[CH3:2].[F:31][C:32]1[CH:33]=[C:34]([CH:37]=[CH:38][C:39]=1[O:40][CH3:41])[CH2:35]Br>>[C:1]([O:5][CH:6]([C:11]1[C:12]([C:21]2[CH:22]=[C:23]3[C:28](=[CH:29][CH:30]=2)[O:27][CH2:26][CH2:25][CH2:24]3)=[C:13]2[CH:20]=[CH:19][N:18]([CH2:35][C:34]3[CH:37]=[CH:38][C:39]([O:40][CH3:41])=[C:32]([F:31])[CH:33]=3)[C:14]2=[N:15][C:16]=1[CH3:17])[C:7]([OH:9])=[O:8])([CH3:4])([CH3:2])[CH3:3]. Reported procedure: The title compound was prepared in a manner similar to that described in Example 27, Step H from methyl 2-(tert-butoxy)-2-(4-(chroman-6-yl)-6-methyl-1H-pyrrolo[2,3-b]pyridin-5-yl)acetate and 3-fluoro-4-methoxybenzyl bromide. 1H NMR (400 MHz, CHLOROFORM-d) δ ppm 7.51-7.41 (m, 1 H), 7.25-7.18 (m, 1 H), 7.07-6.99 (m, 3 H), 6.97-6.88 (m, 2 H), 6.31-6.23 (m, 1 H), 5.63-5.56 (m, 1 H), 5.53-5.36 (m, 2 H), 4.32-4.26 (m, 2 H), 3.90-3.86 (m, 3 H), 2.96-2.80 (m, 2 H), 2.75 (s, 3 H), 2.14-2.04 (m, 2 H), 0.9...